This data is from the Open Reaction Database (ORD), a public repository of structured organic reaction records. The task is: describe an organic reaction: reactants, conditions, products, and yield Reactants: COc1ccc(P2(=S)SP(=S)(c3ccc(OC)cc3)S2)cc1, Cc1ccccc1, CON=Cc1cc(-n2c(=O)cc(C(F)(F)F)n(N)c2=O)c(F)cc1Cl. The product is CON=Cc1cc(-n2c(=S)cc(C(F)(F)F)n(N)c2=O)c(F)cc1Cl. RXN SMILES: [CH3:1][O:2][c:3]1[cH:4][cH:5][c:6]([P:7]2(=[S:10])[S:8][P:9]([c:11]3[cH:12][cH:13][c:14]([O:15][CH3:16])[cH:17][cH:18]3)(=[S:19])[S:20]2)[cH:21][cH:22]1.[CH3:48][c:49]1[cH:50][cH:51][cH:52][cH:53][cH:54]1.[NH2:23][n:24]1[c:25](=[O:47])[n:26](-[c:35]2[c:36]([F:46])[cH:37][c:38]([Cl:45])[c:39]([CH:41]=[N:42][O:43][CH3:44])[cH:40]2)[c:27](=[O:34])[cH:28][c:29]1[C:30]([F:31])([F:32])[F:33]>>[S:10]=[c:27]1[n:26](-[c:35]2[c:36]([F:46])[cH:37][c:38]([Cl:45])[c:39]([CH:41]=[N:42][O:43][CH3:44])[cH:40]2)[c:25](=[O:47])[n:24]([NH2:23])[c:29]([C:30]([F:31])([F:32])[F:33])[cH:28]1. The reactants are O1COC2=C1C=CC(=C2)S(=O)(=O)N(C[C@H]([C@H](CC2=CC=C(C=C2)O)NC(O[C@H]2CO[C@H]1OCC[C@H]12)=O)O)CC(C)C ((3R,3aS,6aR)-hexahydrofuro[2,3-b]furan-3-yl (1S,2R)-3-[(1,3-benzodioxol-5-ylsulfonyl)(isobutyl)amino]-2-hydroxy-1-(4-hydroxybenzyl)propylcarbamate), CN=C=O (methyl isocyanate), C(C)(C)NC(C)C (diisopropylamine). Solvent: ClCCl (dichloromethane). Run at time 1 hour. Yields the product O1COC2=C1C=CC(=C2)S(=O)(=O)N(C[C@H]([C@H](CC2=CC=C(C=C2)OC(=O)NC)NC(O[C@H]2CO[C@H]1OCC[C@H]12)=O)O)CC(C)C ((3R,3aS,6aR)-Hexahydrofuro[2,3-b]furan-3-yl (1S,2R)-3-[(1,3-benzodioxol-5-ylsulfonyl)(isobutyl)amino]-2-hydroxy-1-(4-{[(methylamino)carbonyl]oxy}benzyl)propylcarbamate), foam. Reaction SMILES: [O:1]1[C:5]2[CH:6]=[CH:7][C:8]([S:10]([N:13]([CH2:38][CH:39]([CH3:41])[CH3:40])[CH2:14][C@@H:15]([OH:37])[C@@H:16]([NH:25][C:26](=[O:36])[O:27][C@@H:28]3[C@H:35]4[C@H:31]([O:32][CH2:33][CH2:34]4)[O:30][CH2:29]3)[CH2:17][C:18]3[CH:23]=[CH:22][C:21]([OH:24])=[CH:20][CH:19]=3)(=[O:12])=[O:11])=[CH:9][C:4]=2[O:3][CH2:2]1.[CH3:42][N:43]=[C:44]=[O:45].C(NC(C)C)(C)C>ClCCl>[O:1]1[C:5]2[CH:6]=[CH:7][C:8]([S:10]([N:13]([CH2:38][CH:39]([CH3:41])[CH3:40])[CH2:14][C@@H:15]([OH:37])[C@@H:16]([NH:25][C:26](=[O:36])[O:27][C@@H:28]3[C@H:35]4[C@H:31]([O:32][CH2:33][CH2:34]4)[O:30][CH2:29]3)[CH2:17][C:18]3[CH:23]=[CH:22][C:21]([O:24][C:44]([NH:43][CH3:42])=[O:45])=[CH:20][CH:19]=3)(=[O:12])=[O:11])=[CH:9][C:4]=2[O:3][CH2:2]1. Procedure: A mixture of (3R,3aS,6aR)-hexahydrofuro[2,3-b]furan-3-yl (1S,2R)-3-[(1,3-benzodioxol-5-ylsulfonyl)(isobutyl)amino]-2-hydroxy-1-(4-hydroxybenzyl)propylcarbamate (80 mg), methyl isocyanate (0.5 mL), dichloromethane (3 mL) and diisopropylamine (0.05 mL) was stirred at ambient temperature for 1 h. Solvent was evaporated and the residue was purified by chromatography (silica gel, hexanes/ethyl acetate, 3:1) to provide the title compound as a solid foam (57 mg). 1H NMR (DMSO-d6) δ 0.78 (3H, d), 0.82 (... Reactants: O=C(Cl)C(=O)Cl, ClCCl, O=C(O)C1CC(F)(F)C1. Yields the product O=C(Cl)C1CC(F)(F)C1. Reaction SMILES: [Cl:10][C:11]([C:12]([Cl:13])=[O:14])=[O:15].[Cl:16][CH2:17][Cl:18].[F:1][C:2]1([F:9])[CH2:3][CH:4]([C:6](=[O:7])[OH:8])[CH2:5]1>>[F:1][C:2]1([F:9])[CH2:3][CH:4]([C:6](=[O:7])[Cl:10])[CH2:5]1. Reactants: ONCc1ccccc1, Cc1cccnc1CN(Cc1ncccc1C)C1CCNCC1, Cc1ccccc1, CCN(C(C)C)C(C)C, O=C(Cl)Cl, Cl. Yields the product Cc1cccnc1CN(Cc1ncccc1C)C1CCN(C(=O)N(O)Cc2ccccc2)CC1. RXN SMILES: [CH2:38]([c:39]1[cH:40][cH:41][cH:42][cH:43][cH:44]1)[NH:45][OH:46].[CH3:1][c:2]1[c:3]([CH2:8][N:9]([CH:10]2[CH2:11][CH2:12][NH:13][CH2:14][CH2:15]2)[CH2:16][c:17]2[n:18][cH:19][cH:20][cH:21][c:22]2[CH3:23])[n:4][cH:5][cH:6][cH:7]1.[CH3:47][c:48]1[cH:49][cH:50][cH:51][cH:52][cH:53]1.[CH:24]([N:25]([CH2:26][CH3:27])[CH:28]([CH3:29])[CH3:30])([CH3:31])[CH3:32].[Cl:33][C:34]([Cl:35])=[O:36].[ClH:37]>>[CH3:1][c:2]1[c:3]([CH2:8][N:9]([CH:10]2[CH2:11][CH2:12][N:13]([C:34](=[O:36])[N:45]([CH2:38][c:39]3[cH:40][cH:41][cH:42][cH:43][cH:44]3)[OH:46])[CH2:14][CH2:15]2)[CH2:16][c:17]2[n:18][cH:19][cH:20][cH:21][c:22]2[CH3:23])[n:4][cH:5][cH:6][cH:7]1. The reactants are ClC=1C(=CC(=C(C(=O)O)C1)F)OCC1(CCCCC1)C(F)(F)F (5-chloro-2-fluoro-4-((1-(trifluoromethyl)cyclohexyl)-methoxy)benzoic acid), C12C(C3CC(CC(C1)C3)C2)COC2=CC(=C(C(=O)O)C=C2Cl)F (4-(adamantan-2-ylmethoxy)-5-chloro-2-fluorobenzoic acid). Yields the product C12C(C3CC(CC(C1)C3)C2)COC2=CC(=C(C(=O)OC(C)(C)C)C=C2Cl)F (tert-butyl 4-(adamantan-2-ylmethoxy)-5-chloro-2-fluorobenzoate). As a reaction SMILES: ClC1C(OCC2(C(F)(F)F)CCCCC2)=C[C:5](F)=[C:6]([CH:10]=1)[C:7](O)=O.[CH:24]12[CH2:33][CH:28]3[CH2:29][CH:30]([CH2:32][CH:26]([CH2:27]3)[CH:25]1[CH2:34][O:35][C:36]1[C:44]([Cl:45])=[CH:43][C:39]([C:40]([OH:42])=[O:41])=[C:38]([F:46])[CH:37]=1)[CH2:31]2>>[CH:24]12[CH2:33][CH:28]3[CH2:29][CH:30]([CH2:32][CH:26]([CH2:27]3)[CH:25]1[CH2:34][O:35][C:36]1[C:44]([Cl:45])=[CH:43][C:39]([C:40]([O:42][C:6]([CH3:10])([CH3:7])[CH3:5])=[O:41])=[C:38]([F:46])[CH:37]=1)[CH2:31]2. Reported procedure: Following the procedure as described in Example 158 step 2, and making variations as required to replace 5-chloro-2-fluoro-4-((1-(trifluoromethyl)cyclohexyl)-methoxy)benzoic acid with 4-(adamantan-2-ylmethoxy)-5-chloro-2-fluorobenzoic acid, the title compound was obtained as a colorless oil (2.13. g, 48%): MS (ES−) m/z 393.2 (M−1). Reaction conditions: temperature 100 celsius, time 24 hour. Reagents/catalysts: dcype. The product is CC(C)OP(=O)(OC(C)C)c1ccccc1. Starting materials: CC(C)OP(=O)OC(C)C (effective_coupling_partner), CC(C)(C)C(=O)Oc1ccccc1 (substrate).